This data is from the Open Reaction Database (ORD), a public repository of structured organic reaction records. The task is: describe an organic reaction: reactants, conditions, products, and yield The reactants are C1CCOC1, COc1cc(C)c(S(=O)(=O)N(C)CCOCC(=O)OC(C)(C)C)c(C)c1, CO, [Na+], [OH-]. Reaction SMILES: [CH2:29]1[O:30][CH2:31][CH2:32][CH2:33]1.[CH3:1][O:2][c:3]1[cH:4][c:5]([CH3:26])[c:6]([S:10](=[O:11])(=[O:12])[N:13]([CH3:14])[CH2:15][CH2:16][O:17][CH2:18][C:19](=[O:20])[O:21][C:22]([CH3:23])([CH3:24])[CH3:25])[c:7]([CH3:9])[cH:8]1.[CH3:34][OH:35].[Na+:28].[OH-:27]>>[CH3:1][O:2][c:3]1[cH:4][c:5]([CH3:26])[c:6]([S:10](=[O:11])(=[O:12])[N:13]([CH3:14])[CH2:15][CH2:16][O:17][CH2:18][C:19](=[O:20])[OH:21])[c:7]([CH3:9])[cH:8]1. Product: COc1cc(C)c(S(=O)(=O)N(C)CCOCC(=O)O)c(C)c1. Isolated yield 67.6%. Procedure: A mixture of 136 g of o-hydroxyacetophenone, 167 g of ethyl bromoacetate and 205 g of potassium carbonate was refluxed in 3 l of acetone for 6 hours under heating with stirring. The insoluble materials were filtered from the reaction mixture and the acetone was evaporated from the filtrate. Further, the mixture was distilled to obtain a fraction having a boiling point of 132° C/2 mmHg which was then recrystallized from ligroin to obtain 150 g of the product. The solvent is CC(=O)C (acetone). As a reaction SMILES: [OH:1][C:2]1[CH:7]=[CH:6][CH:5]=[CH:4][C:3]=1[C:8](=[O:10])[CH3:9].Br[CH2:12][C:13]([O:15][CH2:16][CH3:17])=[O:14].C(=O)([O-])[O-].[K+].[K+]>CC(C)=O>[C:8]([C:3]1[CH:4]=[CH:5][CH:6]=[CH:7][C:2]=1[O:1][CH2:12][C:13]([O:15][CH2:16][CH3:17])=[O:14])(=[O:10])[CH3:9] |f:2.3.4|. The reactants are OC1=C(C=CC=C1)C(C)=O (o-hydroxyacetophenone), BrCC(=O)OCC (ethyl bromoacetate), C([O-])([O-])=O.[K+].[K+] (potassium carbonate). The product is C(C)(=O)C1=C(OCC(=O)OCC)C=CC=C1 (Ethyl o-Acetylphenoxyacetate). RXN SMILES: [C:1]([O:4][CH:5]([C:15]1[CH:19]([OH:20])[O:18][C:17](=[O:21])[CH:16]=1)[CH2:6][CH2:7][CH2:8][C:9]1[CH:14]=[CH:13][CH:12]=[CH:11][CH:10]=1)(=[O:3])[CH3:2].[C:22]1(C)C=CC(S(O)(=O)=O)=CC=1>CO>[C:1]([O:4][CH:5]([C:15]1[CH:19]([O:20][CH3:22])[O:18][C:17](=[O:21])[CH:16]=1)[CH2:6][CH2:7][CH2:8][C:9]1[CH:10]=[CH:11][CH:12]=[CH:13][CH:14]=1)(=[O:3])[CH3:2]. Procedure details: A solution of 4-(1-acetoxy-4-phenylbutyl)-5-hydroxy-2(5H)-furanone (0.020 g., 0.069 mmol) and p-toluene sulfonic acid (approx. 3 mg.) in 2.5 ml methanol was stirred for 72 hours at room temperature. The reaction mixture was concentrated and partitioned between ethyl ether and water. The organic portion was washed with saturated sodium chloride solution, dried over magnesium sulfate, filtered and concentrated to give an oil (0.027 g.) This material was purified by flash chromatography (30% ethyl ... Yields the product C(C)(=O)OC(CCCC1=CC=CC=C1)C1=CC(OC1OC)=O (4-(1-Acetoxy-4-phenylbutyl)-5-methoxy-2(5H)-furanone). Solvent: CO (methanol). Starting materials: C(C)(=O)OC(CCCC1=CC=CC=C1)C1=CC(OC1O)=O (4-(1-acetoxy-4-phenylbutyl)-5-hydroxy-2(5H)-furanone), C1(=CC=C(C=C1)S(=O)(=O)O)C (p-toluene sulfonic acid), methoxybutenolides. Conditions: time 12 minute. Reactants: COC=1C=C(N)C=CC1N1C=NC(=C1)C (3-methoxy-4-(4-methyl-1H-imidazol-1-yl)aniline), ClC1=NC(=CC(=N1)CC(=O)OCC)COCC(F)(F)F (ethyl 2-{2-chloro-6-[(2,2,2-trifluoro-ethoxy)methyl]pyrimidin-4-yl}acetate), C(=O)([O-])[O-].[Cs+].[Cs+] (Cs2CO3), C1CCC(CC1)P(C2CCCCC2)C3=CC=CC=C3C4=CC=CC=C4 ((2-biphenyl)dicyclohexylphosphine). Reagents/catalysts: C(C)(=O)[O-].[Pd+2].C(C)(=O)[O-] (Palladium acetate). Run in O1CCOCC1 (1,4-dioxane). Reaction conditions: temperature 120 celsius, time 2 minute. Product: COC=1C=C(C=CC1N1C=NC(=C1)C)NC1=NC(=CC(=N1)CC(=O)OCC)COCC(F)(F)F (Ethyl 2-(2-{[3-methoxy-4-(4-methyl-1H-imidazol-1-yl)phenyl]amino}-6-[(2,2,2-trifluoroethoxy)methyl]pyrimidin-4-yl)acetate). As a reaction SMILES: [CH3:1][O:2][C:3]1[CH:4]=[C:5]([CH:7]=[CH:8][C:9]=1[N:10]1[CH:14]=[C:13]([CH3:15])[N:12]=[CH:11]1)[NH2:6].Cl[C:17]1[N:22]=[C:21]([CH2:23][C:24]([O:26][CH2:27][CH3:28])=[O:25])[CH:20]=[C:19]([CH2:29][O:30][CH2:31][C:32]([F:35])([F:34])[F:33])[N:18]=1.C([O-])([O-])=O.[Cs+].[Cs+].C1CCC(P(C2C(C3C=CC=CC=3)=CC=CC=2)C2CCCCC2)CC1>O1CCOCC1.C([O-])(=O)C.[Pd+2].C([O-])(=O)C>[CH3:1][O:2][C:3]1[CH:4]=[C:5]([NH:6][C:17]2[N:22]=[C:21]([CH2:23][C:24]([O:26][CH2:27][CH3:28])=[O:25])[CH:20]=[C:19]([CH2:29][O:30][CH2:31][C:32]([F:35])([F:33])[F:34])[N:18]=2)[CH:7]=[CH:8][C:9]=1[N:10]1[CH:14]=[C:13]([CH3:15])[N:12]=[CH:11]1 |f:2.3.4,7.8.9|. Reported procedure: Palladium acetate (21 mg, 0.095 mmol) was added to a degassed solution of 3-methoxy-4-(4-methyl-1H-imidazol-1-yl)aniline (155 mg, 0.76 mmol), ethyl 2-{2-chloro-6-[(2,2,2-trifluoro-ethoxy)methyl]pyrimidin-4-yl}acetate (180 mg, 0.63 mmol), Cs2CO3 (411 mg, 1.26 mmol), (2-biphenyl)dicyclohexylphosphine (33 mg, 0.95 mmol) in 1,4-dioxane (4 mL). The microwave tube was capped and the heterogeneous solution was immersed in a sonic bath for 2 min prior to heating it in a microwave reactor at 120° C. for ... Starting materials: C(C1=CC=CC=C1)N1CC2=C(N=C(N=C2OC)Cl)CC1 (6-benzyl-2-chloro-4-methoxy-5,6,7,8-tetrahydropyrido[4,3-d]pyrimidine), CC1=C(C(=CC=C1)C)B(O)O (2,6-dimethylphenylboronic acid), C(=O)([O-])[O-].[Na+].[Na+] (Na2CO3). The reagents and catalysts are C=1C=CC(=CC1)[P](C=2C=CC=CC2)(C=3C=CC=CC3)[Pd]([P](C=4C=CC=CC4)(C=5C=CC=CC5)C=6C=CC=CC6)([P](C=7C=CC=CC7)(C=8C=CC=CC8)C=9C=CC=CC9)[P](C=1C=CC=CC1)(C=1C=CC=CC1)C=1C=CC=CC1 (tetrakis(triphenylphosphine)palladium(0)). Solvent: COCCOC (1,2-dimethoxyethane). Run at temperature 100 celsius. Product: C(C1=CC=CC=C1)N1CC2=C(N=C(N=C2OC)C2=C(C=CC=C2C)C)CC1 (6-benzyl-2-(2,6-dimethylphenyl)-4-methoxy-5,6,7,8-tetrahydropyrido[4,3-d]pyrimidine). RXN SMILES: [CH2:1]([N:8]1[CH2:20][CH2:19][C:11]2[N:12]=[C:13](Cl)[N:14]=[C:15]([O:16][CH3:17])[C:10]=2[CH2:9]1)[C:2]1[CH:7]=[CH:6][CH:5]=[CH:4][CH:3]=1.[CH3:21][C:22]1[CH:27]=[CH:26][CH:25]=[C:24]([CH3:28])[C:23]=1B(O)O.C([O-])([O-])=O.[Na+].[Na+]>COCCOC.C1C=CC([P]([Pd]([P](C2C=CC=CC=2)(C2C=CC=CC=2)C2C=CC=CC=2)([P](C2C=CC=CC=2)(C2C=CC=CC=2)C2C=CC=CC=2)[P](C2C=CC=CC=2)(C2C=CC=CC=2)C2C=CC=CC=2)(C2C=CC=CC=2)C2C=CC=CC=2)=CC=1>[CH2:1]([N:8]1[CH2:20][CH2:19][C:11]2[N:12]=[C:13]([C:23]3[C:24]([CH3:28])=[CH:25][CH:26]=[CH:27][C:22]=3[CH3:21])[N:14]=[C:15]([O:16][CH3:17])[C:10]=2[CH2:9]1)[C:2]1[CH:7]=[CH:6][CH:5]=[CH:4][CH:3]=1 |f:2.3.4,^1:47,49,68,87|. Procedure details: To a suspension of 6-benzyl-2-chloro-4-methoxy-5,6,7,8-tetrahydropyrido[4,3-d]pyrimidine (6.52 g, 22.5 mmol) and 2,6-dimethylphenylboronic acid (3.90 g, 26.0 mmol) in 1,2-dimethoxyethane (175 mL), was added 2 M aqueous Na2CO3 (35.2 mL, 70.5 mmol) and tetrakis(triphenylphosphine)palladium(0) (0.751 g, 0.651 mmol). The reaction was flushed with nitrogen, then heated to 100° C. for 48 h. The reaction mixture was cooled to r.t., then ethyl acetate and brine were added. The aqueous layer was extracte... Starting materials: O.C1(=CC=C(C=C1)S(=O)(=O)O)C (p-toluenesulfonic acid monohydrate), BrC=1SC=2CN(CCC2N1)C (2-Bromo-5-methyl-4,5,6,7-tetrahydrothiazolo[5,4-c]pyridine), resultant mixture. Solvent: CO (methanol), CO (methanol). Reaction conditions: time 2 hour. Product: C1(=CC=C(C=C1)S(=O)(=O)O)C.BrC=1SC=2CN(CCC2N1)C (2-Bromo-5-methyl-4,5,6,7-tetrahydrothiazolo[5,4-c]pyridine p-toluenesulfonic acid salt). The yield is 87.9%. Reaction SMILES: [Br:1][C:2]1[S:3][C:4]2[CH2:5][N:6]([CH3:11])[CH2:7][CH2:8][C:9]=2[N:10]=1.O.[C:13]1([CH3:23])[CH:18]=[CH:17][C:16]([S:19]([OH:22])(=[O:21])=[O:20])=[CH:15][CH:14]=1>CO>[C:13]1([CH3:23])[CH:14]=[CH:15][C:16]([S:19]([OH:22])(=[O:20])=[O:21])=[CH:17][CH:18]=1.[Br:1][C:2]1[S:3][C:4]2[CH2:5][N:6]([CH3:11])[CH2:7][CH2:8][C:9]=2[N:10]=1 |f:1.2,4.5|. Procedure: 2-Bromo-5-methyl-4,5,6,7-tetrahydrothiazolo[5,4-c]pyridine (557.6 g) was dissolved in methanol (3.9 L), and to the solution was added dropwise a solution of p-toluenesulfonic acid monohydrate (500.0 g) in methanol (1.7 L) at 30° C. The resultant mixture was stirred at the same temperature for 1 hour, and then at or below 10° C. for 2 hours. The precipitated crystals were collected by filtration, and were washed with methanol (1.1 L), followed by drying at 40° C. under reduced pressure, to thereb...